This data is from the Open Reaction Database (ORD), a public repository of structured organic reaction records. The task is: describe an organic reaction: reactants, conditions, products, and yield The reactants are ClC=1C=C(C=C(C1O)OC)C=1C=C2C(=C(C=NC2=CC1F)C(=O)C1CC1)N[C@@H]1CC[C@H](CC1)NC(OC(C)(C)C)=O (tert-butyl trans-4-[6-(3-chloro-4-hydroxy-5-methoxyphenyl)-3-(cyclopropanecarbonyl)-7-fluoroquinolin-4-ylamino]cyclohexylcarbamate), C(=O)(C(F)(F)F)O (TFA). Product: N[C@@H]1CC[C@H](CC1)NC1=C(C=NC2=CC(=C(C=C12)C1=CC(=C(C(=C1)OC)O)Cl)F)C(=O)C1CC1 ({4-[trans-4-aminocyclohexylamino]-6-(3-chloro-4-hydroxy-5-methoxyphenyl)-7-fluoroquinolin-3-yl}(cyclopropyl)methanone). Isolated yield 68.1%. RXN SMILES: [Cl:1][C:2]1[CH:3]=[C:4]([C:11]2[CH:12]=[C:13]3[C:18](=[CH:19][C:20]=2[F:21])[N:17]=[CH:16][C:15]([C:22]([CH:24]2[CH2:26][CH2:25]2)=[O:23])=[C:14]3[NH:27][C@H:28]2[CH2:33][CH2:32][C@H:31]([NH:34]C(=O)OC(C)(C)C)[CH2:30][CH2:29]2)[CH:5]=[C:6]([O:9][CH3:10])[C:7]=1[OH:8].C(O)(C(F)(F)F)=O>>[NH2:34][C@H:31]1[CH2:32][CH2:33][C@H:28]([NH:27][C:14]2[C:13]3[C:18](=[CH:19][C:20]([F:21])=[C:11]([C:4]4[CH:5]=[C:6]([O:9][CH3:10])[C:7]([OH:8])=[C:2]([Cl:1])[CH:3]=4)[CH:12]=3)[N:17]=[CH:16][C:15]=2[C:22]([CH:24]2[CH2:25][CH2:26]2)=[O:23])[CH2:29][CH2:30]1. Procedure: Following general procedure A-2, tert-butyl trans-4-[6-(3-chloro-4-hydroxy-5-methoxyphenyl)-3-(cyclopropanecarbonyl)-7-fluoroquinolin-4-ylamino]cyclohexylcarbamate (53 mg, 0.091 mmol) was reacted with TFA (2 mL) to afford the desired product (30 mg, 48%) as a light yellow solid: 1H NMR (300 MHz, CD3OD) δ 9.23 (s, 1H), 8.35 (d, J=7.8 Hz, 1H), 7.65 (d, J=11.2 Hz, 1H), 7.21 (d, J=10.6 Hz, 2H), 4.20 (s, 1H), 3.95 (s, 3H), 2.84 (s, 1H), 2.39 (d, J=12.4 Hz, 2H), 2.18 (d, J=11.5 Hz, 2H), 1.83-1.64 (m, ... The reactants are C(=O)(OCC)C1=C(NC(=C(C1C1=CC(=CC=C1)[N+](=O)[O-])C(=O)OCC)C)CS (3,5-dicarboethoxy-6-methyl-2-mercaptomethyl-4-(m-nitrophenyl)-1,4-dihydropyridine), C=O (formaldehyde). The solvent is CO (MeOH). Yields the product C(=O)(OCC)C1=C(NC(=C(C1C1=CC(=CC=C1)[N+](=O)[O-])C(=O)OCC)C)CSCO (3,5-dicarboethoxy-4-(m-nitro-phenyl)-6-methyl-2-(hydroxymethylthiomethyl)-1,4-dihydropyridine). As a reaction SMILES: [C:1]([C:6]1[CH:11]([C:12]2[CH:17]=[CH:16][CH:15]=[C:14]([N+:18]([O-:20])=[O:19])[CH:13]=2)[C:10]([C:21]([O:23][CH2:24][CH3:25])=[O:22])=[C:9]([CH3:26])[NH:8][C:7]=1[CH2:27][SH:28])([O:3][CH2:4][CH3:5])=[O:2].[CH2:29]=[O:30]>CO>[C:1]([C:6]1[CH:11]([C:12]2[CH:17]=[CH:16][CH:15]=[C:14]([N+:18]([O-:20])=[O:19])[CH:13]=2)[C:10]([C:21]([O:23][CH2:24][CH3:25])=[O:22])=[C:9]([CH3:26])[NH:8][C:7]=1[CH2:27][S:28][CH2:29][OH:30])([O:3][CH2:4][CH3:5])=[O:2]. Procedure details: A solution of 3,5-dicarboethoxy-6-methyl-2-mercaptomethyl-4-(m-nitrophenyl)-1,4-dihydropyridine in MeOH (25 ml) is added with a 37% formaldehyde aqueous solution (6 ml, 79 mmol.). The obtained solution is refluxed for 1.5 hours. The solvent is evaporated under reduced pressure and the residue is dissolved in ethyl acetate (50 ml). The organic phase is washed (3×60 ml), separated, dried on Na2SD4, filtered and the solvent is evaporated under reduced pressure; the oily residue is crystallized from... Starting materials: C1(=CC=C(C=C1)S(=O)(=O)Cl)C (toluene-4-sulfonyl chloride), O (water), FC(C(C(F)(F)F)(O)C1=CC(=CC=C1)C(C(F)(F)F)(O)C(F)(F)F)(F)F (1,3-bis-(2,2,2-trifluoro-1-hydroxy-1-trifluoromethylethyl)-benzene), [H-].[Na+] (sodium hydride). Solvent: CN(C)C=O (DMF), CN(C)C=O (DMF). Conditions: time 30 minute. Product: FC(C(C(F)(F)F)(OS(=O)(=O)C1=CC=C(C=C1)C)C1=CC(=CC=C1)C(C(F)(F)F)(OS(=O)(=O)C1=CC=C(C=C1)C)C(F)(F)F)(F)F (1,3-bis-[2,2,2-trifluoro-1-(toluene-4-sulfonyloxy)-1-trifluoromethylethyl]-benzene). Reaction SMILES: [F:1][C:2]([F:26])([F:25])[C:3]([C:9]1[CH:14]=[CH:13][CH:12]=[C:11]([C:15]([C:21]([F:24])([F:23])[F:22])([OH:20])[C:16]([F:19])([F:18])[F:17])[CH:10]=1)([OH:8])[C:4]([F:7])([F:6])[F:5].[H-].[Na+].[C:29]1([CH3:39])[CH:34]=[CH:33][C:32]([S:35](Cl)(=[O:37])=[O:36])=[CH:31][CH:30]=1.[OH2:40]>CN(C=O)C>[F:1][C:2]([F:25])([F:26])[C:3]([C:9]1[CH:14]=[CH:13][CH:12]=[C:11]([C:15]([C:16]([F:17])([F:18])[F:19])([O:20][S:35]([C:32]2[CH:33]=[CH:34][C:29]([CH3:39])=[CH:30][CH:31]=2)(=[O:36])=[O:40])[C:21]([F:23])([F:22])[F:24])[CH:10]=1)([O:8][S:35]([C:32]1[CH:33]=[CH:34][C:29]([CH3:39])=[CH:30][CH:31]=1)(=[O:37])=[O:36])[C:4]([F:7])([F:6])[F:5] |f:1.2|. Procedure details: 4.1 g (10 mmol) of 1,3-bis-(2,2,2-trifluoro-1-hydroxy-1-trifluoromethylethyl)-benzene were dissolved in 20 ml of dry DMF, and 0.75 g (25 mmol) of sodium hydride (80% strength dispersion) was added. The clear solution formed was stirred for a further 30 minutes. 4.75 g (25 mmol) of toluene-4-sulfonyl chloride in 15 ml of DMF were added dropwise at 10° to 15° C. The mixture was stirred for 48 hours at room temperature and poured into water. The crystalline precipitate was filtered off, washed with... Yields the product C(C)(=O)C1(C(C2=CC=CC=C2CC1)=O)CC1=CC=CC=C1 (2-Acetyl-2-benzyl-3,4-dihydro-2H-naphthalen-1-one). Conditions: temperature 60 celsius, time 30 minute. Procedure details: 2-Acetyl-1-tetralone (5.0 g) was added into a mixture of potassium carbonate (3.8 g) and acetonitrile (60 ml). The mixture was stirred at 60° C. for 30 minutes and benzyl chloride was added and the stirring was continued at 60° C. for 5 hours. The mixture was filtered and evaporated. The yield was 7.2 g and was used for further reactions without purification. The reactants are C(C)(=O)C1C(C2=CC=CC=C2CC1)=O (2-Acetyl-1-tetralone), C([O-])([O-])=O.[K+].[K+] (potassium carbonate), C(C1=CC=CC=C1)Cl (benzyl chloride). The solvent is C(C)#N (acetonitrile). RXN SMILES: [C:1]([CH:4]1[CH2:13][CH2:12][C:11]2[C:6](=[CH:7][CH:8]=[CH:9][CH:10]=2)[C:5]1=[O:14])(=[O:3])[CH3:2].C(=O)([O-])[O-].[K+].[K+].[CH2:21](Cl)[C:22]1[CH:27]=[CH:26][CH:25]=[CH:24][CH:23]=1>C(#N)C>[C:1]([C:4]1([CH2:21][C:22]2[CH:27]=[CH:26][CH:25]=[CH:24][CH:23]=2)[CH2:13][CH2:12][C:11]2[C:6](=[CH:7][CH:8]=[CH:9][CH:10]=2)[C:5]1=[O:14])(=[O:3])[CH3:2] |f:1.2.3|. The reactants are COC(=O)c1ccc2ccc(C(C)=O)cc2c1, CO, ClCCl, Cl, [K+], [OH-], O. The product is CC(=O)c1ccc2ccc(C(=O)O)cc2c1. Reaction SMILES: [C:3]([CH3:4])(=[O:5])[c:6]1[cH:7][cH:8][c:9]2[cH:10][cH:11][c:12]([C:16](=[O:17])[O:18][CH3:19])[cH:13][c:14]2[cH:15]1.[CH3:22][OH:23].[Cl:24][CH2:25][Cl:26].[ClH:20].[K+:2].[OH-:1].[OH2:21]>>[C:3]([CH3:4])(=[O:5])[c:6]1[cH:7][cH:8][c:9]2[cH:10][cH:11][c:12]([C:16](=[O:17])[OH:18])[cH:13][c:14]2[cH:15]1. Starting materials: COC(CCC(CC1=CC=C(C=C1)OCC1=CC=CC=C1)NC(CCCCCCC1=CC=CC=C1)=O)=O ((RS)-5-(4-Benzyloxy-phenyl)-4-(7-phenyl-heptanoylamino)-pentanoic acid methyl ester), [OH-].[Na+] (NaOH). The solvent is CO.C1CCOC1 (MeOH THF). Run at time 8 hour. Product: C(C1=CC=CC=C1)OC1=CC=C(C=C1)CC(CCC(=O)O)NC(CCCCCCC1=CC=CC=C1)=O ((RS)-5-(4-Benzyloxy-phenyl)-4-(7-phenyl-heptanoylamino)-pentanoic acid). Isolated yield 97.7%. As a reaction SMILES: C[O:2][C:3](=[O:37])[CH2:4][CH2:5][CH:6]([NH:22][C:23](=[O:36])[CH2:24][CH2:25][CH2:26][CH2:27][CH2:28][CH2:29][C:30]1[CH:35]=[CH:34][CH:33]=[CH:32][CH:31]=1)[CH2:7][C:8]1[CH:13]=[CH:12][C:11]([O:14][CH2:15][C:16]2[CH:21]=[CH:20][CH:19]=[CH:18][CH:17]=2)=[CH:10][CH:9]=1.[OH-].[Na+]>CO.C1COCC1>[CH2:15]([O:14][C:11]1[CH:12]=[CH:13][C:8]([CH2:7][CH:6]([NH:22][C:23](=[O:36])[CH2:24][CH2:25][CH2:26][CH2:27][CH2:28][CH2:29][C:30]2[CH:31]=[CH:32][CH:33]=[CH:34][CH:35]=2)[CH2:5][CH2:4][C:3]([OH:37])=[O:2])=[CH:9][CH:10]=1)[C:16]1[CH:17]=[CH:18][CH:19]=[CH:20][CH:21]=1 |f:1.2,3.4|. Reported procedure: A mixture of (RS)-5-(4-Benzyloxy-phenyl)-4-(7-phenyl-heptanoylamino)-pentanoic acid methyl ester 78 (0.86 g, 1.7 mmol) and NaOH solution (4 M, 0.85 mL, 3.4 mmol) in MeOH-THF (1:1, 6 mL) was stirred at room temperature overnight. The solvent was removed, and the residue diluted with water. The solution was washed with Et2O, acidified with 5% aqueous HCl, and extracted with EtOAc. The organic phase was then washed with brine, dried (Na2SO4) and the solvent removed under reduced pressure to afford ...